This data is from the Open Reaction Database (ORD), a public repository of structured organic reaction records. The task is: describe an organic reaction: reactants, conditions, products, and yield Reactants: C(=O)([O-])[O-].[Na+].[Na+] (Na2CO3), C1(=CCC=C1)P(C1=CC=CC=C1)C1=CC=CC=C1 (cyclopenta-1,4-dien-1-yl(diphenyl)phosphane), C(C1=CC=CC=C1)OC=1C(=NC=C(N1)Br)N (3-(benzyloxy)-5-bromopyrazin-2-amine), C(C)(C)N1C(C=CC(=C1)B1OC(C(O1)(C)C)(C)C)=O (1-isopropyl-5-(4,4,5,5-tetramethyl-1,3,2-dioxaborolan-2-yl)pyridin-2-one). Reagents/catalysts: [Fe] (iron), Cl[Pd]Cl (dichloropalladium). Run in ClCCl (dichloromethane), C(C)#N (acetonitrile). Conditions: temperature 100 celsius. Yields the product NC=1N=CC(=NC1OCC1=CC=CC=C1)C=1C=CC(N(C1)C(C)C)=O (5-(5-amino-6-(benzyloxy)pyrazin-2-yl)-1-isopropylpyridin-2(1H)-one). The yield is 13.3%. RXN SMILES: [CH2:1]([O:8][C:9]1[C:10]([NH2:16])=[N:11][CH:12]=[C:13](Br)[N:14]=1)[C:2]1[CH:7]=[CH:6][CH:5]=[CH:4][CH:3]=1.C([O-])([O-])=O.[Na+].[Na+].[CH:23]([N:26]1[CH:31]=[C:30](B2OC(C)(C)C(C)(C)O2)[CH:29]=[CH:28][C:27]1=[O:41])([CH3:25])[CH3:24].C1(P(C2C=CC=CC=2)C2C=CC=CC=2)C=CCC=1>C(#N)C.Cl[Pd]Cl.[Fe].ClCCl>[NH2:16][C:10]1[N:11]=[CH:12][C:13]([C:30]2[CH:29]=[CH:28][C:27](=[O:41])[N:26]([CH:23]([CH3:25])[CH3:24])[CH:31]=2)=[N:14][C:9]=1[O:8][CH2:1][C:2]1[CH:7]=[CH:6][CH:5]=[CH:4][CH:3]=1 |f:1.2.3|. Procedure: 3-(benzyloxy)-5-bromopyrazin-2-amine (100 mg, 0.358 mmol) was dissolved in acetonitrile (4 mL). Aqueous Na2CO3 solution (462.3 μL of 2 M, 0.9247 mmol), 1-isopropyl-5-(4,4,5,5-tetramethyl-1,3,2-dioxaborolan-2-yl)pyridin-2-one (146.0 mg, 0.5548 mmol) and cyclopenta-1,4-dien-1-yl(diphenyl)phosphane; dichloromethane; dichloropalladium; iron (75.33 mg, 0.09247 mmol) was added and the reaction mixture was heated for 30 minutes at 100° C. under microwave conditions. The reaction mixture was concentrate...